This data is from the Open Reaction Database (ORD), a public repository of structured organic reaction records. The task is: describe an organic reaction: reactants, conditions, products, and yield The reactants are C(C1=CC=CC=C1)N=C=S (Benzyl isothiocyanate), N(=C=O)CC(=O)OCC (Ethyl isocyanatoacetate), Cl (HCl), [O-][Mn](=O)(=O)=O.[K+] (KMnO4). The product is C(C1=CC=CC=C1)N1C(N(SC1=O)CC(=O)OCC)=O (4-Benzyl-2-(Ethoxycarbonylmethyl)-1,2,4-thiadiazolidine-3,5-dione). RXN SMILES: [CH2:1]([N:8]=[C:9]=[S:10])[C:2]1[CH:7]=[CH:6][CH:5]=[CH:4][CH:3]=1.Cl.[O-:12][Mn](=O)(=O)=O.[K+].[N:18]([CH2:21][C:22]([O:24][CH2:25][CH3:26])=[O:23])=[C:19]=[O:20]>>[CH2:1]([N:8]1[C:9](=[O:12])[S:10][N:18]([CH2:21][C:22]([O:24][CH2:25][CH3:26])=[O:23])[C:19]1=[O:20])[C:2]1[CH:7]=[CH:6][CH:5]=[CH:4][CH:3]=1 |f:2.3|. Procedure: Reagents: Benzyl isothiocyanate (0.86 ml, 6.5 mmol), 35% HCl (3.1 ml), KMnO4 (0.5 g), Ethyl isocyanatoacetate (0.73 ml, 6.5 mmol). Starting materials: N1=C(C=CC=C1)C(C=CC(=O)OC)=O (4-(2-pyridyl)-4-oxo-2-butenoic acid, methyl ester), [OH-].[Na+] (sodium hydroxide). Solvent: C(Cl)(Cl)Cl (chloroform), O (water). Product: N1=C(C=CC=C1)C(C=CC(=O)O)=O (4-(2-Pyridyl)-4-oxo-2-butenoic acid). RXN SMILES: [N:1]1[CH:6]=[CH:5][CH:4]=[CH:3][C:2]=1[C:7](=[O:14])[CH:8]=[CH:9][C:10]([O:12]C)=[O:11].[OH-].[Na+]>C(Cl)(Cl)Cl.O>[N:1]1[CH:6]=[CH:5][CH:4]=[CH:3][C:2]=1[C:7](=[O:14])[CH:8]=[CH:9][C:10]([OH:12])=[O:11] |f:1.2|. Procedure: A mixture of 15 g of 4-(2-pyridyl)-4-oxo-2-butenoic acid, methyl ester in chloroform (50 ml) is stirred with 3.14 g of sodium hydroxide in 50 ml of water for 5 hours at room temperature. The aqueous layer is separated, washed with chloroform and acidified with 4.71 g of acetic acid, yielding the title compound.